Dataset: the Open Reaction Database (ORD), a public repository of structured organic reaction records. Task: describe an organic reaction: reactants, conditions, products, and yield Starting materials: substituted benzyl amines, C(=O)([O-])[O-].[Na+].[Na+] (Na2CO3), CC1(CC2(CC2)CCN1)C(=O)N[C@@H](C)C1=CC=C(C(=O)OC)C=C1 (methyl 4-((1S)-1-(5-methyl-6-azaspiro[2.5]octane-5-carboxamido)ethyl)benzoate), FC(C1=CC=C(CBr)C=C1)(F)F (4-(Trifluoromethyl)benzylbromide). Yields the product CC1(CC2(CC2)CCN1CC1=CC=C(C=C1)C(F)(F)F)C(=O)N[C@@H](C)C1=CC=C(C(=O)OC)C=C1 (methyl 4-((1S)-1-(5-methyl-6-(4-(trifluoromethyl)benzyl)-6-azaspiro[2.5]octane-5-carboxamido)ethyl)benzoate). Reaction SMILES: [CH3:1][C:2]1([C:10]([NH:12][C@H:13]([C:15]2[CH:24]=[CH:23][C:18]([C:19]([O:21][CH3:22])=[O:20])=[CH:17][CH:16]=2)[CH3:14])=[O:11])[NH:9][CH2:8][CH2:7][C:4]2([CH2:6][CH2:5]2)[CH2:3]1.[F:25][C:26]([F:36])([F:35])[C:27]1[CH:34]=[CH:33][C:30]([CH2:31]Br)=[CH:29][CH:28]=1.C([O-])([O-])=O.[Na+].[Na+]>>[CH3:1][C:2]1([C:10]([NH:12][C@H:13]([C:15]2[CH:16]=[CH:17][C:18]([C:19]([O:21][CH3:22])=[O:20])=[CH:23][CH:24]=2)[CH3:14])=[O:11])[N:9]([CH2:31][C:30]2[CH:29]=[CH:28][C:27]([C:26]([F:25])([F:35])[F:36])=[CH:34][CH:33]=2)[CH2:8][CH2:7][C:4]2([CH2:5][CH2:6]2)[CH2:3]1 |f:2.3.4|. Procedure: The title compound (D130) (19 mg) was prepared according to the general procedure for substituted benzyl amines preparation starting from methyl 4-((1S)-1-(5-methyl-6-azaspiro[2.5]octane-5-carboxamido)ethyl)benzoate (D92) (16 mg) and 4-(Trifluoromethyl)benzylbromide (0.011 ml). (Na2CO3: 3 eq; reaction time: 18 hrs; 68° C.) Reactants: C(C)(C)(C)OC(CC1=CC(=C(C(=C1)C(C)(C)C)O)C(C)(C)C)=O (3,5-di-tert-butyl-4-hydroxy-phenyl acetic acid t-butyl ester), BrN1C(CCC1=O)=O (N-bromosuccinimide), oil, C(C1=CC=CC=C1)(=O)OOC(C1=CC=CC=C1)=O (benzoyl peroxide). Solvent: C(Cl)(Cl)(Cl)Cl (CCl4). Conditions: temperature 60 celsius. Product: C(C)(C)(C)OC(C(Br)C1=CC(=C(C(=C1)C(C)(C)C)O)C(C)(C)C)=O ((3,5-di-tert-butyl-4-hydroxy-phenyl)-bromo-acetic acid t-butyl ester). As a reaction SMILES: [C:1]([O:5][C:6](=[O:23])[CH2:7][C:8]1[CH:13]=[C:12]([C:14]([CH3:17])([CH3:16])[CH3:15])[C:11]([OH:18])=[C:10]([C:19]([CH3:22])([CH3:21])[CH3:20])[CH:9]=1)([CH3:4])([CH3:3])[CH3:2].[Br:24]N1C(=O)CCC1=O.C(OOC(=O)C1C=CC=CC=1)(=O)C1C=CC=CC=1>C(Cl)(Cl)(Cl)Cl>[C:1]([O:5][C:6](=[O:23])[CH:7]([C:8]1[CH:9]=[C:10]([C:19]([CH3:22])([CH3:21])[CH3:20])[C:11]([OH:18])=[C:12]([C:14]([CH3:17])([CH3:16])[CH3:15])[CH:13]=1)[Br:24])([CH3:3])([CH3:4])[CH3:2]. Reported procedure: To a solution of Intermediate 18 (1.0314 g, 3.22 mmol) in 7.3 mL CCl4 was added N-bromosuccinimide (0.5827 g) and a catalytic amount of benzoyl peroxide. The reaction was heated to 60° C. overnight. The solvent was removed in vacuo. The residue was taken up in ethyl acetate, washed with water and brine, dried over MgSO4, and concentrated to an orange oil (0.8654 g, 2.17 mmol), which was used in the next step without further purification. The reactants are BrC1=CC(=C(C=C1)S(=O)(=O)Cl)C(F)(F)F (4-Bromo-2-trifluoromethyl-benzenesulfonyl chloride), C(C)N (ethylamine). Solvent: ClCCl (dichloromethane). The product is BrC1=CC(=C(C=C1)S(=O)(=O)NCC)C(F)(F)F (4-bromo-N-ethyl-2-(trifluoromethyl)benzenesulfonamide). Yield: 97.8%. As a reaction SMILES: [Br:1][C:2]1[CH:7]=[CH:6][C:5]([S:8](Cl)(=[O:10])=[O:9])=[C:4]([C:12]([F:15])([F:14])[F:13])[CH:3]=1.[CH2:16]([NH2:18])[CH3:17]>ClCCl>[Br:1][C:2]1[CH:7]=[CH:6][C:5]([S:8]([NH:18][CH2:16][CH3:17])(=[O:10])=[O:9])=[C:4]([C:12]([F:15])([F:14])[F:13])[CH:3]=1. Procedure details: According to general procedure C, 4-Bromo-2-trifluoromethyl-benzenesulfonyl chloride (0.50 g, 1.54 mmol) and ethylamine (2.0 mL, 2.0 M in THF, 4.00 mmol) were stirred together in dry dichloromethane (2 mL) for 16 hours. 4-bromo-N-ethyl-2-(trifluoromethyl)benzenesulfonamide (0.50 g, 98%) was provided after purification. MS (ESI) m/z 332. HPLC purity 100.0% at 210-370 nm, 9.1 min.; the Xterra® RP18 column, 3.5μ, 150×4.6 mm column, 1.2 mL/min., 85/15-5/95 (ammonium formate buffer pH=3.5/ACN+MeOH) f... Starting materials: COC=1C(=CC=CC1)N (2-Anisidine), Cl.CN(CCCl)C (2-dimethylaminoethyl chloride hydrochloride), C([O-])([O-])=O.[Na+].[Na+] (sodium carbonate). Solvent: C(C)O (ethanol). Product: CN(CCNC1=C(C=CC=C1)OC)C (N,N-Dimethyl-N'-(2-methoxyphenyl)ethylenediamine). The yield is 48.2%. RXN SMILES: [CH3:1][O:2][C:3]1[C:4]([NH2:9])=[CH:5][CH:6]=[CH:7][CH:8]=1.Cl.[CH3:11][N:12]([CH3:16])[CH2:13][CH2:14]Cl.C(=O)([O-])[O-].[Na+].[Na+]>C(O)C>[CH3:11][N:12]([CH3:16])[CH2:13][CH2:14][NH:9][C:4]1[CH:5]=[CH:6][CH:7]=[CH:8][C:3]=1[O:2][CH3:1] |f:1.2,3.4.5|. Procedure details: 2-Anisidine (5.9 ml, 0.05 mole) and 2-dimethylaminoethyl chloride hydrochloride (5.0 g, 0.035 mole) were dissolved in ethanol (75 ml) and treated with sodium carbonate (7.42 g, 0.07 mole). The mixture was heated under reflux for 7 hours. After cooling to room temperature, the reaction mixture was filtered, and the filtrate evaporated in vacuo. The residue was dissolved in H2O and 10% NaOH solution was added until basic. The mixture was extracted into Et2O, dried (Na2SO4) and evaporated in vacuo ...